Dataset: the Open Reaction Database (ORD), a public repository of structured organic reaction records. Task: describe an organic reaction: reactants, conditions, products, and yield Reactants: ClCCCC1SC2=C(NC1=O)C=CC=C2 (2-(3-chloropropyl)-2H-1,4-benzothiazin-3(4H)-one), COC1=C(C=CC=C1)N1CCNCC1 (1-(2-methoxyphenyl)piperazine), ice water. Solvent: CN(C=O)C (dimethylformamide). Conditions: temperature 100 celsius, time 1.5 hour. Yields the product COC1=C(C=CC=C1)N1CCN(CC1)CCCC1SC2=C(NC1=O)C=CC=C2 (2-[3-[4-(2-methoxyphenyl)-1-piperazinyl]propyl]-2H-1,4-benzothiazin-3(4H)-one). Isolated yield 26.6%. As a reaction SMILES: Cl[CH2:2][CH2:3][CH2:4][CH:5]1[C:10](=[O:11])[NH:9][C:8]2[CH:12]=[CH:13][CH:14]=[CH:15][C:7]=2[S:6]1.[CH3:16][O:17][C:18]1[CH:23]=[CH:22][CH:21]=[CH:20][C:19]=1[N:24]1[CH2:29][CH2:28][NH:27][CH2:26][CH2:25]1>CN(C)C=O>[CH3:16][O:17][C:18]1[CH:23]=[CH:22][CH:21]=[CH:20][C:19]=1[N:24]1[CH2:29][CH2:28][N:27]([CH2:2][CH2:3][CH2:4][CH:5]2[C:10](=[O:11])[NH:9][C:8]3[CH:12]=[CH:13][CH:14]=[CH:15][C:7]=3[S:6]2)[CH2:26][CH2:25]1. Reported procedure: In 10 ml of dimethylformamide were dissolved 1.6 g of 2-(3-chloropropyl)-2H-1,4-benzothiazin-3(4H)-one and 2.55 g of 1-(2-methoxyphenyl)piperazine. The solution was stirred at 100° C. for 1.5 hour. The reaction mixture was poured into ice-water, and extracted with ethyl acetate. The ethyl acetate layer was washed with water, dried over MgSO4, then concentrated under reduced pressure. The concentrate was subjected to a column chromatography on silica-gel (150 g). From the eluate with hexane-aceto... Starting materials: C(C)(=O)N1C=C(C(=C1)C1=C(C(=CC=C1)Cl)Cl)C(F)(F)F (N-acetyl-4-(2,3-dichlorophenyl)-3-trifluoromethylpyrrole), N (ammonia). Run in O1CCOCC1 (dioxane). Product: ClC1=C(C=CC=C1Cl)C=1C(=CNC1)C#N (4-(2,3-Dichlorophenyl)-3-cyanopyrrole). RXN SMILES: C([N:4]1[CH:8]=[C:7]([C:9]2[CH:14]=[CH:13][CH:12]=[C:11]([Cl:15])[C:10]=2[Cl:16])[C:6]([C:17](F)(F)F)=[CH:5]1)(=O)C.[NH3:21]>O1CCOCC1>[Cl:16][C:10]1[C:11]([Cl:15])=[CH:12][CH:13]=[CH:14][C:9]=1[C:7]1[C:6]([C:17]#[N:21])=[CH:5][NH:4][CH:8]=1. Procedure details: 6.4 g of N-acetyl-4-(2,3-dichlorophenyl)-3-trifluoromethylpyrrole, 15 ml of 25% aqueous ammonia solution and 60 ml of dioxane are stirred for 18 hours at 160° C. in an autoclave. The reaction mixture is cooled to room temperature and filtered, and the clear filtrate is concentrated by evaporation. The viscous residue is dissolved in ethyl acetate; the solution is washed firstly with water and then with a diluted sodium chloride solution; it is subsequently dried over sodium sulfate, filtered, an... Reactants: NC(C(=O)OC)(CC)C (methyl 2-amino-2-methylbutyrate), C=O (formalin). The solvent is CCOCC (ether). Run at time 4 hour. Yields the product C=NC(C(=O)OC)(CC)C (Methyl 2-(N-methylenamino)-2-methylbutyrate). The yield is 97.9%. RXN SMILES: [NH2:1][C:2]([CH3:9])([CH2:7][CH3:8])[C:3]([O:5][CH3:6])=[O:4].[CH2:10]=O>CCOCC>[CH2:10]=[N:1][C:2]([CH3:9])([CH2:7][CH3:8])[C:3]([O:5][CH3:6])=[O:4]. Reported procedure: To methyl 2-amino-2-methylbutyrate (2.62 g) was dropped at room temperature 37% formalin (2.27 g), and the mixture was stirred for 4 h. Then the reaction mixture was dissolved in ether and washed with water. The organic phase was dried over magnesium sulfate, filtered and evaporated to get the captioned compound (2.80 g). Reactants: C1(CC1)S(=O)(=O)Cl (cyclopropanesulfonyl chloride), BrC=1C=C(C(=NC1)OC)N (5-Bromo-2-(methyloxy)-3-pyridinamine), Cl (HCl). The solvent is N1=CC=CC=C1 (pyridine). Conditions: time 8 hour. The product is BrC=1C=C(C(=NC1)OC)NS(=O)(=O)C1CC1 (N-[5-Bromo-2-(methyloxy)-3-pyridinyl]cyclopropanesulfonamide). Isolated yield 93.2%. RXN SMILES: [Br:1][C:2]1[CH:3]=[C:4]([NH2:10])[C:5]([O:8][CH3:9])=[N:6][CH:7]=1.[CH:11]1([S:14](Cl)(=[O:16])=[O:15])[CH2:13][CH2:12]1.Cl>N1C=CC=CC=1>[Br:1][C:2]1[CH:3]=[C:4]([NH:10][S:14]([CH:11]2[CH2:13][CH2:12]2)(=[O:16])=[O:15])[C:5]([O:8][CH3:9])=[N:6][CH:7]=1. Procedure: 5-Bromo-2-(methyloxy)-3-pyridinamine (1.05 g, 5.17 mmol, available from Asymchem) was dissolved in pyridine (10 ml) and cyclopropanesulfonyl chloride (1.818 g, 12.93 mmol) was added dropwise. The reaction mixture was stirred at room temperature overnight, then acidified to ca. pH 2 with 2M HCl (aq) and extracted into DCM. The DCM was passed through a hydrophobic frit and the filtrate was evaporated to dryness to afford the title compound (1.48 g). Starting materials: C(C)O.C(C)(=O)OCC (ethanol ethyl acetate), CC(C)S(=O)(=O)CC=1C=C(C=CC1)NC(C)=O (N-{3-[(propan-2-ylsulfonyl)methyl]phenyl}acetamide), Cl (hydrochloric acid). The solvent is C(C)O (ethanol). Yields the product [Cl-].CC(C)S(=O)(=O)CC=1C=C([NH3+])C=CC1 (3-[(Propan-2-ylsulfonyl)methyl]anilinium chloride). Reaction SMILES: [CH3:1][CH:2]([S:4]([CH2:7][C:8]1[CH:9]=[C:10]([NH:14]C(=O)C)[CH:11]=[CH:12][CH:13]=1)(=[O:6])=[O:5])[CH3:3].[ClH:18].C(O)C.C(OCC)(=O)C>C(O)C>[Cl-:18].[CH3:3][CH:2]([S:4]([CH2:7][C:8]1[CH:9]=[C:10]([CH:11]=[CH:12][CH:13]=1)[NH3+:14])(=[O:6])=[O:5])[CH3:1] |f:2.3,5.6|. Reported procedure: A solution of N-{3-[(propan-2-ylsulfonyl)methyl]phenyl}acetamide (5.4 g) in ethanol (29.6 mL) was treated with concentrated hydrochloric acid (35.5 mL) and refluxed for 24 hours. The reaction mixture was condensed to dryness. The title compound (3.5 g) was obtained by crystallization from ethanol/ethyl acetate. Reactants: [Na] (sodium), Cl (hydrochloric acid), CN(C=C(C(C)=O)C1=CC=CC=C1)C (4-dimethylamino-3-phenyl-3-buten-2-one), C(C(=O)OCC)(=O)OCC (diethyl oxalate), [O-]CC.[Na+] (sodium ethoxide). Solvent: O (water), C(C)O (ethanol), C(C)O (ethanol). Reaction conditions: temperature 5 celsius. Product: O=C1C=C(OC=C1C1=CC=CC=C1)C(=O)OCC (Ethyl 4-oxo-5-phenyl-4H-pyran-2-carboxylate). As a reaction SMILES: CN(C)[CH:3]=[C:4]([C:8]1[CH:13]=[CH:12][CH:11]=[CH:10][CH:9]=1)[C:5](=[O:7])[CH3:6].[C:15](OCC)(=[O:21])[C:16]([O:18][CH2:19][CH3:20])=[O:17].[O-]CC.[Na+].[Na].Cl>C(O)C.O>[O:7]=[C:5]1[C:4]([C:8]2[CH:13]=[CH:12][CH:11]=[CH:10][CH:9]=2)=[CH:3][O:21][C:15]([C:16]([O:18][CH2:19][CH3:20])=[O:17])=[CH:6]1 |f:2.3,^1:28|. Procedure: A solution of 4-dimethylamino-3-phenyl-3-buten-2-one (30.3 g) and diethyl oxalate (43.5 ml) in ethanol (75 ml) was added to a stirred solution of sodium ethoxide prepared by dissolving sodium (5.5 g) in ethanol (150 ml). The stirred mixture was heated under reflux for 1 hour, cooled to 20°-25° C. and acidified by addition of 5 N hydrochloric acid (150 ml). The mixture was stirred for a further hour, then cooled to 5° C., and diluted with water (300 ml). The solid title product was recrystallised...